Dataset: the Open Reaction Database (ORD), a public repository of structured organic reaction records. Task: describe an organic reaction: reactants, conditions, products, and yield Reactants: O=C1Nc2cccnc2N(C(=O)Cl)c2ccccc21, NCCN1CCCC(CCCN2CCCCC2)C1. The product is O=C1Nc2cccnc2N(C(=O)NCCN2CCCC(CCCN3CCCCC3)C2)c2ccccc21. RXN SMILES: [Cl:1][C:2](=[O:3])[N:4]1[c:5]2[c:6]([cH:16][cH:17][cH:18][n:19]2)[NH:7][C:8](=[O:15])[c:9]2[c:10]1[cH:11][cH:12][cH:13][cH:14]2.[N:20]1([CH2:26][CH2:27][CH2:28][CH:29]2[CH2:30][N:31]([CH2:35][CH2:36][NH2:37])[CH2:32][CH2:33][CH2:34]2)[CH2:21][CH2:22][CH2:23][CH2:24][CH2:25]1>>[C:2](=[O:3])([N:4]1[c:5]2[c:6]([cH:16][cH:17][cH:18][n:19]2)[NH:7][C:8](=[O:15])[c:9]2[c:10]1[cH:11][cH:12][cH:13][cH:14]2)[NH:37][CH2:36][CH2:35][N:31]1[CH2:30][CH:29]([CH2:28][CH2:27][CH2:26][N:20]2[CH2:21][CH2:22][CH2:23][CH2:24][CH2:25]2)[CH2:34][CH2:33][CH2:32]1.